Task: describe an organic reaction: reactants, conditions, products, and yield. Dataset: the Open Reaction Database (ORD), a public repository of structured organic reaction records The reactants are NC1=C(C(=O)O)C(=CC=C1)OC (2-amino-6-methoxybenzoic acid), NCCC[C@@H]1CN(C(O1)=O)C=1C=CC2=C(NC(CS2)=O)C1 (6-[(R)-5-(3-amino-propyl)-2-oxo-oxazolidin-3-yl]-4H-benzo[1,4]thiazin-3-one). The product is NC1=C(C(=O)NCCC[C@@H]2CN(C(O2)=O)C=2C=CC3=C(NC(CS3)=O)C2)C(=CC=C1)OC (2-amino-6-methoxy-N-{3-[(R)-2-oxo-3-(3-oxo-3,4-dihydro-2H-benzo[1,4]thiazin-6-yl)-oxazolidin-5-yl]-propyl}-benzamide). Isolated yield 78.0%. Reaction SMILES: [NH2:1][C:2]1[CH:10]=[CH:9][CH:8]=[C:7]([O:11][CH3:12])[C:3]=1[C:4]([OH:6])=O.[NH2:13][CH2:14][CH2:15][CH2:16][C@H:17]1[O:21][C:20](=[O:22])[N:19]([C:23]2[CH:24]=[CH:25][C:26]3[S:31][CH2:30][C:29](=[O:32])[NH:28][C:27]=3[CH:33]=2)[CH2:18]1>>[NH2:1][C:2]1[CH:10]=[CH:9][CH:8]=[C:7]([O:11][CH3:12])[C:3]=1[C:4]([NH:13][CH2:14][CH2:15][CH2:16][C@H:17]1[O:21][C:20](=[O:22])[N:19]([C:23]2[CH:24]=[CH:25][C:26]3[S:31][CH2:30][C:29](=[O:32])[NH:28][C:27]=3[CH:33]=2)[CH2:18]1)=[O:6]. Reported procedure: Starting from 2-amino-6-methoxybenzoic acid and 6-[(R)-5-(3-amino-propyl)-2-oxo-oxazolidin-3-yl]-4H-benzo[1,4]thiazin-3-one (described in WO 2010/041219) and using Procedure D, the title compound was obtained as a beige solid (170 mg; 78% yield).